From a dataset of the Open Reaction Database (ORD), a public repository of structured organic reaction records. describe an organic reaction: reactants, conditions, products, and yield Reactants: C(C)(=O)C=1C(CCC2(CC3=C(C(=CC=C3C12)OC)Cl)CCCC)=O (4-acetyl-9a-butyl-8-chloro-7-methoxy-1,2,9,9a-tetrahydro-3H-fluoren-3-one), Cl.N1=CC=CC=C1 (pyridine hydrochloride). Reaction conditions: temperature 200 celsius. Product: C(C)(=O)C=1C(CCC2(CC3=C(C(=CC=C3C12)O)Cl)CCCC)=O (4-acetyl-9a-butyl-8-chloro-7-hydroxy-1,2,9,9a-tetrahydro-3H-fluoren-3-one). RXN SMILES: [C:1]([C:4]1[C:5](=[O:24])[CH2:6][CH2:7][C:8]2([CH2:20][CH2:21][CH2:22][CH3:23])[C:16]=1[C:15]1[C:10](=[C:11]([Cl:19])[C:12]([O:17]C)=[CH:13][CH:14]=1)[CH2:9]2)(=[O:3])[CH3:2].Cl.N1C=CC=CC=1>>[C:1]([C:4]1[C:5](=[O:24])[CH2:6][CH2:7][C:8]2([CH2:20][CH2:21][CH2:22][CH3:23])[C:16]=1[C:15]1[C:10](=[C:11]([Cl:19])[C:12]([OH:17])=[CH:13][CH:14]=1)[CH2:9]2)(=[O:3])[CH3:2] |f:1.2|. Procedure: A mixture of 4-acetyl-9a-butyl-8-chloro-7-methoxy-1,2,9,9a-tetrahydro-3H-fluoren-3-one (54 mg) and pyridine hydrochloride (3.5 g) was heated in an oil bath at 200° C. for one hour. After cooling to room temperature, the mixture was partitioned between EtOAc (50 mL) and water (50 mL). The organic phase was washed with brine (20 mL), dried over MgSO4, filtered, and evaporated under vacuum to an oil (32 mg). The crude product was purified by preparative layer chromatography on a 0.1×20×20 cm silica... The reactants are CO[C@@H]1[C@@H]2[C@H]([C@@H](OC1(C)C)OC1=C(C=C3C=C(C(OC3=C1C)=O)NC(OCC1=CC=CC=C1)=O)OCCC)OC(O2)=O (Benzyl 7-((3aR,4S,7R,7aR)-7-methoxy-6,6-dimethyl-2-oxotetrahydro-3aH-[1,3]dioxolo[4,5-c]pyran-4-yloxy)-8-methyl-2-oxo-6-propoxy-2H-chromen-3-ylcarbamate), CCN=C=NCCCN(C)C (EDCI), COC=1C=C(C=CC1)C1=CC(=CC=C1OC)C(=O)O (3′,6-dimethoxybiphenyl-3-carboxylic acid), amine, C([O-])([O-])=O (carbonate). The reagents and catalysts are [Pd] (Palladium on carbon). The solvent is C1CCOC1 (THF), N1=CC=CC=C1.C(Cl)Cl (pyridine CH2Cl2), CO (MeOH), C(C)N(CC)CC (Triethylamine). Conditions: time 6.5 hour. Yields the product O[C@H]1[C@@H](OC([C@@H]([C@H]1O)OC)(C)C)OC1=C(C=C2C=C(C(OC2=C1C)=O)NC(=O)C=1C=C(C(=CC1)OC)C1=CC(=CC=C1)OC)OCCC (N-(7-((2S,3R,4S,5R)-3,4-dihydroxy-5-methoxy-6,6-dimethyltetrahydro-2H-pyran-2-yloxy)-8-methyl-2-oxo-6-propoxy-2H-chromen-3-yl)-3′,6-dimethoxybiphenyl-3-carboxamide). The yield is 7.1%. As a reaction SMILES: [CH3:1][O:2][C@H:3]1[C:8]([CH3:10])([CH3:9])[O:7][C@@H:6]([O:11][C:12]2[C:21]([CH3:22])=[C:20]3[C:15]([CH:16]=[C:17]([NH:24]C(=O)OCC4C=CC=CC=4)[C:18](=[O:23])[O:19]3)=[CH:14][C:13]=2[O:35][CH2:36][CH2:37][CH3:38])[C@@H:5]2[O:39]C(=O)[O:41][C@H:4]12.CCN=C=NCCCN(C)C.[CH3:54][O:55][C:56]1[CH:57]=[C:58]([C:62]2[C:67]([O:68][CH3:69])=[CH:66][CH:65]=[C:64]([C:70](O)=[O:71])[CH:63]=2)[CH:59]=[CH:60][CH:61]=1.C(=O)([O-])[O-]>[Pd].C1COCC1.N1C=CC=CC=1.C(Cl)Cl.CO.C(N(CC)CC)C>[OH:39][C@@H:5]1[C@H:4]([OH:41])[C@@H:3]([O:2][CH3:1])[C:8]([CH3:10])([CH3:9])[O:7][C@H:6]1[O:11][C:12]1[C:21]([CH3:22])=[C:20]2[C:15]([CH:16]=[C:17]([NH:24][C:70]([C:64]3[CH:63]=[C:62]([C:58]4[CH:59]=[CH:60][CH:61]=[C:56]([O:55][CH3:54])[CH:57]=4)[C:67]([O:68][CH3:69])=[CH:66][CH:65]=3)=[O:71])[C:18](=[O:23])[O:19]2)=[CH:14][C:13]=1[O:35][CH2:36][CH2:37][CH3:38] |f:6.7|. Procedure: Palladium on carbon (10%, 85.0 mg) was added to 25b (425 mg, 0.7283 mmol) in anhydrous THF (4.90 mL) and the solution was placed under an atmosphere of H2. After 6.5 hours, the solution was filtered through SiO2 (1:1 CH2Cl2:Acetone) and the eluent was concentrated to afford a yellow solid, which was used without further purification (325 mg, 99%). EDCI (116 mg, 0.60 mmol) and 3′,6-dimethoxybiphenyl-3-carboxylic acid (125 mg, 0.4821 mmol) were added to the amine (108 mg, 0.2410 mmol) in 30% pyrid... Starting materials: ClC1=C(C(=NC=N1)NC)N (6-chloro-N4 methyl-4,5-pyrimidinediamine), NC(=O)N (urea), O (water). Reaction conditions: temperature 180 celsius. Yields the product ClC1=C2N=C(N(C2=NC=N1)C)O (6-chloro-9-methyl-9H-purin-8-ol). The yield is 60.0%. As a reaction SMILES: [Cl:1][C:2]1[N:7]=[CH:6][N:5]=[C:4]([NH:8][CH3:9])[C:3]=1[NH2:10].N[C:12](N)=O.[OH2:15]>>[Cl:1][C:2]1[N:7]=[CH:6][N:5]=[C:4]2[C:3]=1[N:10]=[C:9]([OH:15])[N:8]2[CH3:12]. Procedure: A mixture of 4.76 parts of 6-chloro-N4 methyl-4,5-pyrimidinediamine and 7.2 parts of urea was stirred and heated for 1 hour at 180° C. After cooling, the residue was suspended in water. The product was filtered off and dried, yielding 3.3 parts (60%) of 6-chloro-9-methyl-9H-purin-8-ol (intermediate 174). Starting materials: [H-].[Na+] (NaH), OCCN1N=C2N(C=C(C=C2)C2=CC=C(C=C2)OC(F)(F)F)C1=O (2-(2-hydroxyethyl)-6-(4-(trifluoromethoxy)phenyl)-[1,2,4]triazolo[4,3-a]pyridin-3(2H)-one), CN(C)C=O (DMF), ClC1=NC=C(C=C1)C(F)(F)F (2-chloro-5-trifluoromethylpyridine). The product is FC(OC1=CC=C(C=C1)C=1C=CC=2N(C1)C(N(N2)CCOC2=NC=C(C=N2)C(F)(F)F)=O)(F)F (6-(4-(trifluoromethoxy)phenyl)-2-(2-(5-(trifluoromethyl)pyrimidin-2-yloxy)ethyl)-[1,2,4]triazolo[4,3-a]pyridin-3(2H)-one). Reaction SMILES: [OH:1][CH2:2][CH2:3][N:4]1[C:23](=[O:24])[N:7]2[CH:8]=[C:9]([C:12]3[CH:17]=[CH:16][C:15]([O:18][C:19]([F:22])([F:21])[F:20])=[CH:14][CH:13]=3)[CH:10]=[CH:11][C:6]2=[N:5]1.[H-].[Na+].Cl[C:28]1C=[CH:32][C:31]([C:34]([F:37])([F:36])[F:35])=[CH:30][N:29]=1.C[N:39](C=O)C>>[F:21][C:19]([F:20])([F:22])[O:18][C:15]1[CH:16]=[CH:17][C:12]([C:9]2[CH:10]=[CH:11][C:6]3[N:7]([C:23](=[O:24])[N:4]([CH2:3][CH2:2][O:1][C:28]4[N:39]=[CH:32][C:31]([C:34]([F:37])([F:36])[F:35])=[CH:30][N:29]=4)[N:5]=3)[CH:8]=2)=[CH:13][CH:14]=1 |f:1.2|. Reported procedure: 6-(4-(trifluoromethoxy)phenyl)-[1,2,4]triazolo[4,3-a]pyridin-3(2H)-one (825 mg) from Example 1 above was dissolved in DMA (10 mL), 2-bromoethanol (1.0 g) and potassium carbonate (235 mg) were added. Heated overnight at 110° C. Filtered, concentrated, and purified by chromatography (ethyl acetate/hexanes). 2-(2-hydroxyethyl)-6-(4-(trifluoromethoxy)phenyl)-[1,2,4]triazolo[4,3-a]pyridin-3(2H)-one was obtained as white solid (830 mg). m/z (ESI)=340.0 (base peak, M+H+); 701.1 (2M+Na+). 2-(2-hydroxyet... Starting materials: COC1=CC=C(C=C1)C1SC2=C(N(C(C1NC(=O)C1=CC3=CC=CC=C3C=C1)=O)CC(=O)OCC)C=CC=C2 (ethyl 2-p-methoxyphenyl- 3-(2-naphthalenecarboxamido)-4-oxo-2,3,4,5-tetrahydro-1,5-benzothiazepine-5-acetate), N (ammonia). Run in CO (methanol). Run at time 3 day. Yields the product COC1=CC=C(C=C1)C1SC2=C(N(C(C1NC(=O)C1=CC3=CC=CC=C3C=C1)=O)CC(=O)N)C=CC=C2 (2-p-methoxyphenyl-3-(2-naphthalenecarboxamido)-4-oxo-2,3,4,5-tetrahydro-1,5-benzothiazepine-5-acetamide). As a reaction SMILES: [CH3:1][O:2][C:3]1[CH:8]=[CH:7][C:6]([CH:9]2[CH:15]([NH:16][C:17]([C:19]3[CH:28]=[CH:27][C:26]4[C:21](=[CH:22][CH:23]=[CH:24][CH:25]=4)[CH:20]=3)=[O:18])[C:14](=[O:29])[N:13]([CH2:30][C:31]([O:33]CC)=O)[C:12]3[CH:36]=[CH:37][CH:38]=[CH:39][C:11]=3[S:10]2)=[CH:5][CH:4]=1.[NH3:40]>CO>[CH3:1][O:2][C:3]1[CH:4]=[CH:5][C:6]([CH:9]2[CH:15]([NH:16][C:17]([C:19]3[CH:28]=[CH:27][C:26]4[C:21](=[CH:22][CH:23]=[CH:24][CH:25]=4)[CH:20]=3)=[O:18])[C:14](=[O:29])[N:13]([CH2:30][C:31]([NH2:40])=[O:33])[C:12]3[CH:36]=[CH:37][CH:38]=[CH:39][C:11]=3[S:10]2)=[CH:7][CH:8]=1. Procedure details: In 500 ml of methanol is dissolved 1.8 g of ethyl 2-p-methoxyphenyl- 3-(2-naphthalenecarboxamido)-4-oxo-2,3,4,5-tetrahydro-1,5-benzothiazepine-5-acetate, into which ammonia gas is blown under ice-cooling for about 1 hour. After the mixture is allowed to stand still at room temperature for 3 days, the reaction mixture is concentrated under reduced pressure to the volume of about 50 ml to give crystals. The crystals are collected by filtration to give 1.2 g of 2-p-methoxyphenyl-3-(2-naphthalenecar... Starting materials: CSc1nc(C)cc(O)n1, FC(F)Cl, [Na+], C1COCCO1, [OH-]. Yields the product CSc1nc(C)cc(OC(F)F)n1. Reaction SMILES: [CH3:1][S:2][c:3]1[n:4][c:5]([CH3:10])[cH:6][c:7]([OH:9])[n:8]1.[F:13][CH:14]([Cl:15])[F:16].[Na+:12].[O:17]1[CH2:18][CH2:19][O:20][CH2:21][CH2:22]1.[OH-:11]>>[CH3:1][S:2][c:3]1[n:4][c:5]([CH3:10])[cH:6][c:7]([O:9][CH:14]([F:13])[F:16])[n:8]1. Reactants: FC1=C(C=CC=C1)[N+](=O)[O-] (2-fluoronitrobenzene), [NH4+].[Cl-] (NH4Cl), solution, C(=C)(C)[Mg]Br (isopropenylmagnesium bromide). The solvent is C1CCOC1 (THF), C1CCOC1 (THF). Reaction conditions: temperature -20 celsius, time 1 hour. The product is FC=1C=CC=C2C=C(NC12)C (7-Fluoro-2-methyl-1H-indole). RXN SMILES: [C:1]([Mg]Br)([CH3:3])=[CH2:2].[F:6][C:7]1[CH:12]=[CH:11][CH:10]=[CH:9][C:8]=1[N+:13]([O-])=O.[NH4+].[Cl-]>C1COCC1>[F:6][C:7]1[CH:12]=[CH:11][CH:10]=[C:9]2[C:8]=1[NH:13][C:1]([CH3:3])=[CH:2]2 |f:2.3|. Procedure: 1600 ml of a 0.5M solution of isopropenylmagnesium bromide in THF are cooled to −25° C. under an argon atmosphere, a solution of 37.65 g of 2-fluoronitrobenzene in 250 ml of THF is then added dropwise and the mixture is left stirring at −20° C. for 1 hour. The reaction mixture is poured into a saturated NH4Cl solution, the aqueous phase is extracted with ether and the combined organic phases are concentrated under vacuum. The residue is taken up in water and extracted with DCM, the organic phase... The reactants are C(Cl)(Cl)Cl (chloroform), C(CCC)(=O)C=1C(NC2=C(C=CC=C2C1)C=C)=O (3-Butyryl-8-vinylquinolone). Run in P(=O)(Cl)(Cl)Cl (phosphoryl chloride). Yields the product ClC (chloromethane), C(CCC)(=O)C=1C=NC2=C(C=CC=C2C1Cl)C=C (3-butyryl-4-chloro-8-vinylquinoline). Yield: 38.5%. Reaction SMILES: [C:1]([C:6]1[C:7](=O)[NH:8][C:9]2[C:14]([CH:15]=1)=[CH:13][CH:12]=[CH:11][C:10]=2[CH:16]=[CH2:17])(=[O:5])[CH2:2][CH2:3][CH3:4].[CH:19](Cl)(Cl)[Cl:20]>P(Cl)(Cl)(Cl)=O>[Cl:20][CH3:19].[C:1]([C:6]1[CH:7]=[N:8][C:9]2[C:14]([C:15]=1[Cl:20])=[CH:13][CH:12]=[CH:11][C:10]=2[CH:16]=[CH2:17])(=[O:5])[CH2:2][CH2:3][CH3:4]. Procedure details: 3-Butyryl-8-vinylquinolone (23 g, 95 mmol) was heated under reflux in a mixture of phosphoryl chloride (100 ml) and chloroform (100 ml) for 45 minutes. The solvent was evaporated and the residue was mixed with ice, neutralized with ammonia solution and extracted into dichloromethane. The organic solution was washed successively with sodium hydrogen carbonate solution and brine, dried (anhyd. MgSO4), filtered and evaporated. Chromatography (silica gel, 2% methanol in di.chloromethane) afforded 3-...